Task: describe an organic reaction: reactants, conditions, products, and yield. Dataset: the Open Reaction Database (ORD), a public repository of structured organic reaction records Reactants: COC(=O)C(=O)c1ccc(OCCCCc2cccnc2)cc1, CO, [Na+], [OH-], O. Yields the product O=C(O)C(=O)c1ccc(OCCCCc2cccnc2)cc1. As a reaction SMILES: [CH3:1][O:2][C:3]([C:4]([c:5]1[cH:6][cH:7][c:8]([O:11][CH2:12][CH2:13][CH2:14][CH2:15][c:16]2[cH:17][n:18][cH:19][cH:20][cH:21]2)[cH:9][cH:10]1)=[O:22])=[O:23].[CH3:26][OH:27].[Na+:25].[OH-:24].[OH2:28]>>[O:2]=[C:3]([C:4]([c:5]1[cH:6][cH:7][c:8]([O:11][CH2:12][CH2:13][CH2:14][CH2:15][c:16]2[cH:17][n:18][cH:19][cH:20][cH:21]2)[cH:9][cH:10]1)=[O:22])[OH:23]. Reactants: FC(C(=O)O)(F)F (trifluoroacetic acid), C1(CCCC1)C(C(=O)OC(C)(C)C)C1=CC=C(C=C1)CN1N=C(OCC1=O)C1=CC=CC=C1 (tert-butyl cyclopentyl{4-[(5-oxo-2-phenyl-5,6-dihydro-4H-1,3,4-oxadiazin-4-yl)methyl]phenyl}acetate). Solvent: ClCCl (dichloromethane). Reaction conditions: time 8 hour. The product is C1(CCCC1)C(C(=O)O)C1=CC=C(C=C1)CN1N=C(OCC1=O)C1=CC=CC=C1 (Rac-Cyclopentyl{4-[(5-oxo-2-phenyl-5,6-dihydro-4H-1,3,4-oxadiazin-4-yl)methyl]phenyl}acetic Acid). As a reaction SMILES: FC(F)(F)C(O)=O.[CH:8]1([CH:13]([C:21]2[CH:26]=[CH:25][C:24]([CH2:27][N:28]3[C:33](=[O:34])[CH2:32][O:31][C:30]([C:35]4[CH:40]=[CH:39][CH:38]=[CH:37][CH:36]=4)=[N:29]3)=[CH:23][CH:22]=2)[C:14]([O:16]C(C)(C)C)=[O:15])[CH2:12][CH2:11][CH2:10][CH2:9]1>ClCCl>[CH:8]1([CH:13]([C:21]2[CH:26]=[CH:25][C:24]([CH2:27][N:28]3[C:33](=[O:34])[CH2:32][O:31][C:30]([C:35]4[CH:40]=[CH:39][CH:38]=[CH:37][CH:36]=4)=[N:29]3)=[CH:23][CH:22]=2)[C:14]([OH:16])=[O:15])[CH2:9][CH2:10][CH2:11][CH2:12]1. Reported procedure: At room temperature, 22.67 ml (294.3 mmol) of trifluoroacetic acid were added slowly to a solution of 6.6 g (14.7 mmol) of tert-butyl cyclopentyl{4-[(5-oxo-2-phenyl-5,6-dihydro-4H-1,3,4-oxadiazin-4-yl)methyl]phenyl}acetate in 90 ml of dichloromethane, and the mixture was stirred overnight. The solvent was then removed under reduced pressure and the residue was taken up in 100 ml of ethyl acetate and extracted with 50 ml of water. The organic phase was dried over magnesium sulfate. After filtrati... Starting materials: CC(C)(C)c1ccc(OCCCCO)cc1, ClCCl, O=C(O)c1cccnc1, O=S(Cl)Cl. Product: O=C(Cl)c1cccnc1. Reaction SMILES: [C:14]([c:15]1[cH:16][cH:17][c:18]([O:19][CH2:20][CH2:21][CH2:22][CH2:23][OH:24])[cH:25][cH:26]1)([CH3:27])([CH3:28])[CH3:29].[Cl:30][CH2:31][Cl:32].[OH:1][C:2](=[O:3])[c:4]1[cH:5][cH:6][cH:7][n:8][cH:9]1.[S:10]([Cl:11])([Cl:12])=[O:13]>>[O:1]=[C:2]([c:4]1[cH:5][cH:6][cH:7][n:8][cH:9]1)[Cl:12]. Starting materials: CC(C)(C)OC(=O)N1CCC(n2ncc3c(Cl)ncnc32)CC1, O=C([O-])[O-], CN(C)C=O, ClCCl, [K+], [K+], O, Oc1cccnc1. The product is CC(C)(C)OC(=O)N1CCC(n2ncc3c(Oc4cccnc4)ncnc32)CC1. Reaction SMILES: [C:1]([CH3:2])([CH3:3])([CH3:4])[O:5][C:6](=[O:7])[N:8]1[CH2:9][CH2:10][CH:11]([n:14]2[n:15][cH:16][c:17]3[c:18]2[n:19][cH:20][n:21][c:22]3[Cl:23])[CH2:12][CH2:13]1.[C:31](=[O:32])([O-:33])[O-:34].[CH3:40][N:41]([CH3:42])[CH:43]=[O:44].[Cl:37][CH2:38][Cl:39].[K+:35].[K+:36].[OH2:45].[OH:24][c:25]1[cH:26][n:27][cH:28][cH:29][cH:30]1>>[C:1]([CH3:2])([CH3:3])([CH3:4])[O:5][C:6](=[O:7])[N:8]1[CH2:9][CH2:10][CH:11]([n:14]2[n:15][cH:16][c:17]3[c:18]2[n:19][cH:20][n:21][c:22]3[O:24][c:25]2[cH:26][n:27][cH:28][cH:29][cH:30]2)[CH2:12][CH2:13]1. The reactants are C(C)(C)(C)OO (tert-butyl hydroperoxide), O (water), O (water), [OH-].[K+] (potassium hydroxide), C(C)C(C(=O)Cl)CCCC (2-ethylhexanoyl chloride). Product: CCCC1C(OO1)(CC)C(=O)OC(C)(C)C (tert-butyl peroxy-2-ethylhexanoate). RXN SMILES: [C:1]([O:5]O)([CH3:4])([CH3:3])[CH3:2].[OH-:7].[K+].[CH2:9]([CH:11]([CH2:15][CH2:16][CH2:17][CH3:18])[C:12](Cl)=[O:13])[CH3:10].[OH2:19]>>[CH3:18][CH2:17][CH2:16][CH:15]1[O:19][O:7][C:11]1([C:12]([O:5][C:1]([CH3:2])([CH3:3])[CH3:4])=[O:13])[CH2:9][CH3:10] |f:1.2|. Procedure: The reaction is effected in a reactor arrangement of a first reactor of type A with a downstream reactor of type B. 2.42 kg/l·h of a 26% by weight solution of tert-butyl hydroperoxide and 17% by weight of potassium hydroxide in water and 0.86 kg/l·h of 2-ethylhexanoyl chloride are fed to the first reactor. The dosage rates are based on the total volume of the reactor arrangement in litres. Cooling with cooling water keeps the internal temperature in both reactors at 46° C. The reaction mixture w... Reactants: CO, COC(=O)c1cc2[nH]c(-c3cccc([N+](=O)[O-])c3OCCOC3CCCCO3)c(C3CCCCC3)c2s1, Cl, C1CCOC1, O. Product: COC(=O)c1cc2[nH]c(-c3cccc([N+](=O)[O-])c3OCCO)c(C3CCCCC3)c2s1. As a reaction SMILES: [CH3:45][OH:46].[CH:1]1([c:7]2[c:8]3[c:9]([nH:10][c:11]2-[c:12]2[c:13]([O:21][CH2:22][CH2:23][O:24][CH:25]4[CH2:26][CH2:27][CH2:28][CH2:29][O:30]4)[c:14]([N+:18](=[O:19])[O-:20])[cH:15][cH:16][cH:17]2)[cH:31][c:32]([C:34](=[O:35])[O:36][CH3:37])[s:33]3)[CH2:2][CH2:3][CH2:4][CH2:5][CH2:6]1.[ClH:38].[O:40]1[CH2:41][CH2:42][CH2:43][CH2:44]1.[OH2:39]>>[CH:1]1([c:7]2[c:8]3[c:9]([nH:10][c:11]2-[c:12]2[c:13]([O:21][CH2:22][CH2:23][OH:24])[c:14]([N+:18](=[O:19])[O-:20])[cH:15][cH:16][cH:17]2)[cH:31][c:32]([C:34](=[O:35])[O:36][CH3:37])[s:33]3)[CH2:2][CH2:3][CH2:4][CH2:5][CH2:6]1. The reactants are C1CCOC1, COC(=O)C1CC(O)CN1, C=CCOC(=O)Cl, Cl, [Na+], [OH-], O. The product is C=CCOC(=O)N1CC(O)CC1C(=O)OC. RXN SMILES: [CH2:22]1[O:23][CH2:24][CH2:25][CH2:26]1.[CH3:2][O:3][C:4]([CH:5]1[NH:6][CH2:7][CH:8]([OH:10])[CH2:9]1)=[O:11].[Cl:12][C:13](=[O:14])[O:15][CH2:16][CH:17]=[CH2:18].[ClH:1].[Na+:20].[OH-:19].[OH2:21]>>[CH3:2][O:3][C:4]([CH:5]1[N:6]([C:13](=[O:14])[O:15][CH2:16][CH:17]=[CH2:18])[CH2:7][CH:8]([OH:10])[CH2:9]1)=[O:11]. Reactants: C(#N)[BH3-].[Na+] (Sodium cyanoborohydride), NC1=C(C=CC=C1)C=1NC2=CC=CC=C2C1 (2-(2-aminophenyl)-1H-indole), O (Water). Solvent: CC(=O)O (HOAc). Conditions: time 8 hour. Product: NC1=C(C=CC=C1)C1NC2=CC=CC=C2C1 (2-(2-Aminophenyl)-2,3-dihydro-1H-indole). The yield is 50.3%. RXN SMILES: C([BH3-])#N.[Na+].[NH2:5][C:6]1[CH:11]=[CH:10][CH:9]=[CH:8][C:7]=1[C:12]1[NH:13][C:14]2[C:19]([CH:20]=1)=[CH:18][CH:17]=[CH:16][CH:15]=2.O>CC(O)=O>[NH2:5][C:6]1[CH:11]=[CH:10][CH:9]=[CH:8][C:7]=1[CH:12]1[CH2:20][C:19]2[C:14](=[CH:15][CH:16]=[CH:17][CH:18]=2)[NH:13]1 |f:0.1|. Reported procedure: Sodium cyanoborohydride (6.4 g) was added in several portions to a solution of 6.0 g 2-(2-aminophenyl)-1H-indole in 200 ml HOAc at 5° C. The resulting solution was stirred at room temperature overnight. Water was added and the reaction mixture was concentrated. The residue was diluted with ice water and made basic with 50% NaOH. This mixture was extracted with Et2O and the extracts were washed with water and saturated NaCl solution, and dried (MgSO4). Concentration gave 6.1 g crude product which... The reactants are C12CCCC(CCC1)B2 (9-borabicyclo[3.3.1]nonane), C[N+](C)(C)[O-] (trimethylamine N-oxide), O1CCCC1 (tetrahydrofuran), CS(=O)(=O)C(CC=C)C1=C2N=C(C(=NC2=CC(=C1Cl)Cl)OC)OC (1-(6,7-dichloro-2,3-dimethyoxyquinoxalin-5-yl)-3-butenyl methyl sulphone), Example 93 ( a ). Conditions: time 20 hour. Product: CS(=O)(=O)C(CCCO)C1=C2N=C(C(=NC2=CC(=C1Cl)Cl)OC)OC (1-(6,7-dichloro-2,3-dimethoxyquinoxalin-5-yl)-4-hydroxybutyl methyl sulphone). Isolated yield 57.4%. Reaction SMILES: C12BC(CCC1)CCC2.[O:10]1CCCC1.[CH3:15][S:16]([CH:19]([C:23]1[C:32]([Cl:33])=[C:31]([Cl:34])[CH:30]=[C:29]2[C:24]=1[N:25]=[C:26]([O:37][CH3:38])[C:27]([O:35][CH3:36])=[N:28]2)[CH2:20][CH:21]=[CH2:22])(=[O:18])=[O:17].C[N+]([O-])(C)C>>[CH3:15][S:16]([CH:19]([C:23]1[C:32]([Cl:33])=[C:31]([Cl:34])[CH:30]=[C:29]2[C:24]=1[N:25]=[C:26]([O:37][CH3:38])[C:27]([O:35][CH3:36])=[N:28]2)[CH2:20][CH2:21][CH2:22][OH:10])(=[O:17])=[O:18]. Reported procedure: A solution of 9-borabicyclo[3.3.1]nonane in tetrahydrofuran (0.5M, 1.07 ml, 0.537 mmol) was added to a stirred solution of 1-(6,7-dichloro-2,3-dimethyoxyquinoxalin-5-yl)-3-butenyl methyl sulphone (Example 93 (a)) (200 mg, 0.511 mmol) at room temperature under nitrogen. The mixture was stirred for 20 hours and then trimethylamine N-oxide (119 mg, 1.58 mmol) was added in portions. The mixture was stirred at room temperature for 2 hours and then at reflux for 30 minutes, cooled and concentrated und... The reactants are Cl (hydrochloric acid), ClC1=C(CNC(OCC)=O)C=CC=C1 (Ethyl 2-chlorobenzylcarbamate), ClC1=C(C=C(C=C1[N+](=O)[O-])[N+](=O)[O-])C(F)(F)F (2-chloro-3,5-dinitrobenzotrifluoride), [H-].[Na+] (sodium hydride). Solvent: O1CCCC1 (tetrahydrofuran). Product: ClC1=C(CN(C(OCC)=O)C2=C(C=C(C=C2C(F)(F)F)[N+](=O)[O-])[N+](=O)[O-])C=CC=C1 (ethyl 2-chlorobenzyl[2,4-dinitro-6-(trifluoromethyl)phenyl]carbamate). The yield is 18.5%. As a reaction SMILES: [Cl:1][C:2]1[CH:14]=[CH:13][CH:12]=[CH:11][C:3]=1[CH2:4][NH:5][C:6](=[O:10])[O:7][CH2:8][CH3:9].Cl[C:16]1[C:21]([N+:22]([O-:24])=[O:23])=[CH:20][C:19]([N+:25]([O-:27])=[O:26])=[CH:18][C:17]=1[C:28]([F:31])([F:30])[F:29].[H-].[Na+].Cl>O1CCCC1>[Cl:1][C:2]1[CH:14]=[CH:13][CH:12]=[CH:11][C:3]=1[CH2:4][N:5]([C:16]1[C:17]([C:28]([F:30])([F:31])[F:29])=[CH:18][C:19]([N+:25]([O-:27])=[O:26])=[CH:20][C:21]=1[N+:22]([O-:24])=[O:23])[C:6](=[O:10])[O:7][CH2:8][CH3:9] |f:2.3|. Procedure details: Ethyl 2-chlorobenzylcarbamate (809.9 mg) and 2-chloro-3,5-dinitrobenzotrifluoride (932.3 mg) were dissolved in tetrahydrofuran (20 ml), and to the solution was added sodium hydride (151.6 mg) under ice-cooling. The reaction mixture was heated at reflux for 5 hours. After allowing to cool, to the reaction mixture was added 1N hydrochloric acid (200 ml), and the mixture was extracted with ethyl acetate. The organic layer was washed with saturated aqueous sodium bicarbonate solution, and then satur...